This data is from the Open Reaction Database (ORD), a public repository of structured organic reaction records. The task is: describe an organic reaction: reactants, conditions, products, and yield Reaction conditions: time 7 hour. RXN SMILES: [CH3:1][O:2][C:3]1[C:12]2[C:7](=[CH:8][CH:9]=[C:10]([O:13][CH3:14])[CH:11]=2)[C:6]([C:15]([OH:17])=[O:16])=[CH:5][CH:4]=1.O=S(Cl)Cl.[CH3:22]O>>[CH3:22][O:16][C:15]([C:6]1[C:7]2[C:12](=[CH:11][C:10]([O:13][CH3:14])=[CH:9][CH:8]=2)[C:3]([O:2][CH3:1])=[CH:4][CH:5]=1)=[O:17]. Starting materials: O=S(Cl)Cl (SOCl2), COC1=CC=C(C2=CC=C(C=C12)OC)C(=O)O (4,6-Dimethoxy-1-naphthalenecarboxylic acid), ice, O=S(Cl)Cl (SOCl2), CO (methanol). Procedure details: 4,6-Dimethoxy-1-naphthalenecarboxylic acid (98.5 g, 0.425 mole, described in Example 61) was added to an ice-cooled solution of SOCl2 (59.5 g, 0.5 mole) in anhydrous methanol (225 ml). The mixture was heated at reflux for 18 hr. Another portion of SOCl2 (35.5 ml) was added and the reflux was continued for another 7 hr. The mixture was extracted with diethyl ether. The ether extract was washed with water and then aqueous NaHCO3 solution, dried (Na2SO4) and concentrated to dryness. The solid resid... The product is COC(=O)C1=CC=C(C2=CC(=CC=C12)OC)OC (4,6-dimethoxy-1-naphthalenecarboxylic acid methyl ester). The reactants are O=C(O)c1ccc(-c2cnc3c(c2)N(Cc2cc(Cl)ccc2C(F)(F)F)CCN3)cc1, NCc1ccc(Cl)cc1. Yields the product O=C(NCc1ccc(Cl)cc1)c1ccc(-c2cnc3c(c2)N(Cc2cc(Cl)ccc2C(F)(F)F)CCN3)cc1. RXN SMILES: [Cl:1][c:2]1[cH:3][cH:4][c:5]([C:28]([F:29])([F:30])[F:31])[c:6]([CH2:7][N:8]2[c:9]3[c:10]([n:14][cH:15][c:16](-[c:18]4[cH:19][cH:20][c:21]([C:22](=[O:23])[OH:24])[cH:25][cH:26]4)[cH:17]3)[NH:11][CH2:12][CH2:13]2)[cH:27]1.[Cl:32][c:33]1[cH:34][cH:35][c:36]([CH2:37][NH2:38])[cH:39][cH:40]1>>[Cl:1][c:2]1[cH:3][cH:4][c:5]([C:28]([F:29])([F:30])[F:31])[c:6]([CH2:7][N:8]2[c:9]3[c:10]([n:14][cH:15][c:16](-[c:18]4[cH:19][cH:20][c:21]([C:22](=[O:24])[NH:38][CH2:37][c:36]5[cH:35][cH:34][c:33]([Cl:32])[cH:40][cH:39]5)[cH:25][cH:26]4)[cH:17]3)[NH:11][CH2:12][CH2:13]2)[cH:27]1. The solvent is C1CCOC1 (THF), C1(=CC=CC=C1)C (toluene). Conditions: time 30 minute. Procedure details: A solution of 3.1 g of (E)-3-[2-(tert-Butyl-dimethyl-silanoxy)-phenyl]-acrylic acid, 3.0 g of 1-tert-butyl-4-(3-ethoxy-2-methyl-allyl)-benzene, accessible from 3-(4-tert-butyl-phenyl)-2-methyl-propionaldehyde via a two step procedure according to P. D. Bartlett and A A. Frimer, Heterocycles 11, 419-435, (1978), and 20 mg of p-TSA in 25 ml of toluene was stirred at 0° C. for 4 h and at room temperature for 14 h. The reaction mixture was partitioned between saturated sodium carbonate and hexane an... The reactants are C(C)(C)(C)[Si](OC1=C(C=CC=C1)/C=C/C(=O)O)(C)C ((E)-3-[2-(tert-Butyl-dimethyl-silanoxy)-phenyl]-acrylic acid), solid, TBAF-3H2O, C(C)(C)(C)C1=CC=C(C=C1)CC(=COCC)C (1-tert-butyl-4-(3-ethoxy-2-methyl-allyl)-benzene), C(C)(C)(C)C1=CC=C(C=C1)CC(C=O)C (3-(4-tert-butyl-phenyl)-2-methyl-propionaldehyde), Heterocycles. As a reaction SMILES: C([Si](C)(C)[O:6][C:7]1[CH:12]=[CH:11][CH:10]=[CH:9][C:8]=1/[CH:13]=[CH:14]/[C:15]([OH:17])=[O:16])(C)(C)C.[C:20]([C:24]1[CH:29]=[CH:28][C:27]([CH2:30][C:31](C)=[CH:32][O:33][CH2:34][CH3:35])=[CH:26][CH:25]=1)([CH3:23])([CH3:22])[CH3:21].C(C1C=CC(CC(C)C=O)=CC=1)(C)(C)C>C1(C)C=CC=CC=1.C1COCC1.CC1C=CC(S(O)(=O)=O)=CC=1>[C:20]([C:24]1[CH:25]=[CH:26][C:27]([CH2:30][CH2:31][CH:32]([O:17][C:15](=[O:16])/[CH:14]=[CH:13]/[C:8]2[CH:9]=[CH:10][CH:11]=[CH:12][C:7]=2[OH:6])[O:33][CH2:34][CH3:35])=[CH:28][CH:29]=1)([CH3:23])([CH3:21])[CH3:22]. The reagents and catalysts are CC=1C=CC(=CC1)S(=O)(=O)O (p-TSA). Yield: 28.2%. Product: C(C)(C)(C)C1=CC=C(C=C1)CCC(OCC)OC(\C=C\C1=C(C=CC=C1)O)=O ((E)-3(2-Hydroxy-phenyl)-acrylic acid 3(4-tert-butyl-phenyl)-1-ethoxy-propyl ester). Reactants: O=C([O-])O, CCOC(C)=O, Cc1ccnc2c1C(=O)CC(c1cc(Cl)sc1Cl)C2, O=C(OO)c1cccc(Cl)c1, [Na+], [Na], c1ccccc1. Yields the product Cc1cc[n+]([O-])c2c1C(=O)CC(c1cc(Cl)sc1Cl)C2. As a reaction SMILES: [C:31](=[O:32])([O-:33])[OH:34].[CH3:43][CH2:44][O:45][C:46](=[O:47])[CH3:48].[Cl:1][c:2]1[s:3][c:4]([Cl:19])[cH:5][c:6]1[CH:7]1[CH2:8][C:9](=[O:18])[c:10]2[c:11]([CH3:17])[cH:12][cH:13][n:14][c:15]2[CH2:16]1.[Cl:20][c:21]1[cH:22][cH:23][cH:24][c:25]([C:26]([O:27][OH:29])=[O:28])[cH:30]1.[Na+:35].[Na:36].[cH:37]1[cH:38][cH:39][cH:40][cH:41][cH:42]1>>[Cl:1][c:2]1[s:3][c:4]([Cl:19])[cH:5][c:6]1[CH:7]1[CH2:8][C:9](=[O:18])[c:10]2[c:11]([CH3:17])[cH:12][cH:13][n+:14]([O-:28])[c:15]2[CH2:16]1. Starting materials: C(C1=CC=CC=C1)N1C(C(=C(C2=CC(=CC=C12)Cl)Cl)C#N)=O (1-Benzyl-4,6-dichloro-2-oxo-1,2-dihydroquinoline-3-carbonitrile), N1CCNCC1 (piperazine). Run in ClCCl (dichloromethane), ClCCl (dichloromethane). Conditions: time 8 hour. Yields the product C(C1=CC=CC=C1)N1C(C(=C(C2=CC(=CC=C12)Cl)N1CCNCC1)C#N)=O (1-Benzyl-6-chloro-2-oxo-4-(piperazin-1-yl)-1,2-dihydro-quinolin-3-carbonitrile). The yield is 97.8%. RXN SMILES: [CH2:1]([N:8]1[C:17]2[C:12](=[CH:13][C:14]([Cl:18])=[CH:15][CH:16]=2)[C:11](Cl)=[C:10]([C:20]#[N:21])[C:9]1=[O:22])[C:2]1[CH:7]=[CH:6][CH:5]=[CH:4][CH:3]=1.[NH:23]1[CH2:28][CH2:27][NH:26][CH2:25][CH2:24]1>ClCCl>[CH2:1]([N:8]1[C:17]2[C:12](=[CH:13][C:14]([Cl:18])=[CH:15][CH:16]=2)[C:11]([N:23]2[CH2:28][CH2:27][NH:26][CH2:25][CH2:24]2)=[C:10]([C:20]#[N:21])[C:9]1=[O:22])[C:2]1[CH:7]=[CH:6][CH:5]=[CH:4][CH:3]=1. Reported procedure: A solution of Compound 68 (0.8 g, 2.43 mmol) in dichloromethane was added slowly to a stirred solution of piperazine (628 mg g, 7.29 mmol) in dichloromethane at room temperature. The solution was stirred overnight at room temperature. The solvent was then removed under reduced pressure. The residue was taken in water, sonicated briefly, and filtered. The solids were dissolved in ethyl acetate and washed by water. The organic layer was dried over Na2SO4 and concentrated to yield 0.9 g (98%) of ye...